describe an organic reaction: reactants, conditions, products, and yield From a dataset of the Open Reaction Database (ORD), a public repository of structured organic reaction records. Reactants: COc1cc(OC)cc(C(=O)OCC2Cc3cc(OC)c(OC)cc3C(c3cc(OC)cc(OC)c3)=N2)c1, CO, [Li+], [OH-]. Product: COc1cc(OC)cc(C2=NC(CO)Cc3cc(OC)c(OC)cc32)c1. RXN SMILES: [CH3:1][O:2][c:3]1[cH:4][c:5]2[c:10]([cH:11][c:12]1[O:13][CH3:14])[C:9]([c:15]1[cH:16][c:17]([O:23][CH3:24])[cH:18][c:19]([O:21][CH3:22])[cH:20]1)=[N:8][CH:7]([CH2:25][O:26][C:27](=[O:28])[c:29]1[cH:30][c:31]([O:32][CH3:33])[cH:34][c:35]([O:36][CH3:37])[cH:38]1)[CH2:6]2.[CH3:41][OH:42].[Li+:39].[OH-:40]>>[CH3:1][O:2][c:3]1[cH:4][c:5]2[c:10]([cH:11][c:12]1[O:13][CH3:14])[C:9]([c:15]1[cH:16][c:17]([O:23][CH3:24])[cH:18][c:19]([O:21][CH3:22])[cH:20]1)=[N:8][CH:7]([CH2:25][OH:26])[CH2:6]2. The reactants are CCOCC (ether), BrCC(CS(=O)(=O)C1=CC=CC=C1)(O)C1=CC=CC=C1 (1-Bromo-2-phenyl-3-phenylsulphonyl-2-propanol), O (water), [I-].[Na+] (Sodium iodide). The solvent is CC(=O)C (acetone). The product is ICC(CS(=O)(=O)C1=CC=CC=C1)(O)C1=CC=CC=C1 (1-iodo-2-phenyl-3-phenylsulphonyl-2-propanol). Yield: 31.1%. RXN SMILES: Br[CH2:2][C:3]([C:15]1[CH:20]=[CH:19][CH:18]=[CH:17][CH:16]=1)([OH:14])[CH2:4][S:5]([C:8]1[CH:13]=[CH:12][CH:11]=[CH:10][CH:9]=1)(=[O:7])=[O:6].[I-:21].[Na+].O.CCOCC>CC(C)=O>[I:21][CH2:2][C:3]([C:15]1[CH:20]=[CH:19][CH:18]=[CH:17][CH:16]=1)([OH:14])[CH2:4][S:5]([C:8]1[CH:13]=[CH:12][CH:11]=[CH:10][CH:9]=1)(=[O:7])=[O:6] |f:1.2|. Procedure details: 1-Bromo-2-phenyl-3-phenylsulphonyl-2-propanol (1.3 g, 0.004 mole) is dissolved in acetone (30 cc). Sodium iodide (0.9 g, 0.006 mole) is added and heated under reflux for 15 h. The reaction mixture is poured into water (100 cc), reextracted with ether (3×50 cc), washed with a 15% strength NaHSO3 solution (50 cc) and then with water (50 cc) and is dried over MgSO4. The crystallized crude (0.9 g) is recrystallized from carbon tetrachloride to give yellow crystals of 1-iodo-2-phenyl-3-phenylsulphony... Reactants: O=C(Cl)OCc1ccccc1, NCCS(=O)(=O)O, [Na+], [Na+], O=C([O-])[O-], O. Product: O=C(NCCS(=O)(=O)O)OCc1ccccc1. RXN SMILES: [Cl:8][C:9](=[O:10])[O:11][CH2:12][c:13]1[cH:14][cH:15][cH:16][cH:17][cH:18]1.[NH2:1][CH2:2][CH2:3][S:4]([OH:5])(=[O:6])=[O:7].[Na+:19].[Na+:20].[O-:21][C:22](=[O:23])[O-:24].[OH2:25]>>[NH:1]([CH2:2][CH2:3][S:4]([OH:5])(=[O:6])=[O:7])[C:9](=[O:10])[O:11][CH2:12][c:13]1[cH:14][cH:15][cH:16][cH:17][cH:18]1. Starting materials: C(C)(=O)OCC (ethyl acetate), COCC1=NNC(=C1C1=CC=C(C=C1)OC)N (3-(Methoxymethyl)-4-(4-methoxyphenyl)-1H-pyrazol-5-amine), FC(C=1C=C(C=CC1)CC(C(=O)OC)=O)(F)F (methyl 3-(trifluoromethyl)phenyloxopropanoate). Solvent: N1=CC=CC=C1 (pyridine). Run at temperature 95 celsius, time 12 hour. The product is COCC1=NN2C(NC(C=C2C2=CC(=CC=C2)C(F)(F)F)=O)=C1C1=CC=C(C=C1)C (2-(methoxymethyl)-7-(3-(trifluoromethyl)phenyl)-3-(4-methylphenyl)pyrazolo[1,5-a]pyrimidin-5(4H)-one). RXN SMILES: [CH3:1][O:2][CH2:3][C:4]1[C:8]([C:9]2[CH:14]=[CH:13][C:12](OC)=[CH:11][CH:10]=2)=[C:7]([NH2:17])[NH:6][N:5]=1.[F:18][C:19]([F:34])([F:33])[C:20]1[CH:21]=[C:22]([CH2:26][C:27](=O)[C:28](OC)=[O:29])[CH:23]=[CH:24][CH:25]=1.[C:35](OCC)(=O)C>N1C=CC=CC=1>[CH3:1][O:2][CH2:3][C:4]1[C:8]([C:9]2[CH:10]=[CH:11][C:12]([CH3:35])=[CH:13][CH:14]=2)=[C:7]2[NH:17][C:28](=[O:29])[CH:27]=[C:26]([C:22]3[CH:23]=[CH:24][CH:25]=[C:20]([C:19]([F:33])([F:34])[F:18])[CH:21]=3)[N:6]2[N:5]=1. Reported procedure: 3-(Methoxymethyl)-4-(4-methoxyphenyl)-1H-pyrazol-5-amine (1.4 g, 6.0 mmol) and methyl 3-(trifluoromethyl)phenyloxopropanoate (2.2 g, 1.5 eq) are dissolved in pyridine (10 mL) and stirred at 95° C. for 12 hours under reflux. Upon completion of the reaction, 2.1 g of the target compound is obtained by purification by column chromatography (ethyl acetate 100%). Starting materials: C(C)(=O)OC1=CC=C2C(=C(C(C2=C1)=O)Br)C1=CC=C(C=C1)Cl (2-Bromo-3-(4-chlorophenyl)-1-oxo-1H-inden-6-yl acetate), C(C)(=O)OC1=CC=C2C(=C(C(C2=C1)=O)Br)C1=CC=CC=C1 (2-bromo-1-oxo-3-phenyl-1H-inden-6-yl acetate). Conditions: time 7 hour. Product: BrC=1C(C2=CC(=CC=C2C1C1=CC=C(C=C1)Cl)O)=O (2-Bromo-3-(4-chlorophenyl)-6-hydroxy-1H-inden-1-one). Isolated yield 57.0%. Reaction SMILES: C([O:4][C:5]1[CH:13]=[C:12]2[C:8]([C:9]([C:16]3[CH:21]=[CH:20][C:19]([Cl:22])=[CH:18][CH:17]=3)=[C:10]([Br:15])[C:11]2=[O:14])=[CH:7][CH:6]=1)(=O)C.C(OC1C=C2C(C(C3C=CC=CC=3)=C(Br)C2=O)=CC=1)(=O)C>>[Br:15][C:10]1[C:11](=[O:14])[C:12]2[C:8]([C:9]=1[C:16]1[CH:17]=[CH:18][C:19]([Cl:22])=[CH:20][CH:21]=1)=[CH:7][CH:6]=[C:5]([OH:4])[CH:13]=2. Procedure details: The procedure of Step 5 of Example 1 was repeated except for using 2-bromo-3-(4-chlorophenyl)-1-oxo-1H-inden-6-yl acetate obtained in Step 4 as a starting material instead of 2-bromo-1-oxo-3-phenyl-1H-inden-6-yl acetate and being stirred for 7 h to obtain the title compound (57%). The reactants are [OH-].[Na+] (NaOH), COC(=O)C=1C(=C(N2C1CC=1C=CC=CC21)C2=CC=CC=C2)C(=O)OC (3-phenyl-8H-3a-aza-cyclopenta[a]indene-1,2-dicarboxylic acid dimethyl ester), [H-].[H-].[H-].[H-].[Li+].[Al+3] (LiAlH4), [H-] (hydride). Run in O (water), O (water), ClCCl (dichloromethane), CCOCC (ether). Reaction conditions: time 15 minute. Yields the product OCC=1C(=C2N(C=3C=CC=CC3C2)C1C1=CC=CC=C1)CO ((2-hydroxymethyl-3-phenyl-8H-3a-azacyclopenta[a]inden-1-yl)methanol). As a reaction SMILES: C[O:2][C:3]([C:5]1[C:6]([C:23](OC)=[O:24])=[C:7]([C:17]2[CH:22]=[CH:21][CH:20]=[CH:19][CH:18]=2)[N:8]2[C:16]3[CH:15]=[CH:14][CH:13]=[CH:12][C:11]=3[CH2:10][C:9]=12)=O.[H-].[H-].[H-].[H-].[Li+].[Al+3].[H-].[OH-].[Na+]>ClCCl.CCOCC.O>[OH:24][CH2:23][C:6]1[C:5]([CH2:3][OH:2])=[C:9]2[CH2:10][C:11]3[CH:12]=[CH:13][CH:14]=[CH:15][C:16]=3[N:8]2[C:7]=1[C:17]1[CH:22]=[CH:21][CH:20]=[CH:19][CH:18]=1 |f:1.2.3.4.5.6,8.9|. Reported procedure: A solution of 3-phenyl-8H-3a-aza-cyclopenta[a]indene-1,2-dicarboxylic acid dimethyl ester (2.08 g, 6 mmol) in anhydrous dichloromethane (35 mL) was added dropwise to a stirred suspension of LiAlH4 (0.568 g, 15 mmol) in anhydrous ether (50 mL) at 0° C. The mixture was stirred for 15 min after the addition was completed. The excess hydride was carefully decomposed by the slow, sequential addition of water (2 mL), 15% NaOH aqueous solution (2 mL), and water (4 mL). The solid inorganic salt was filt...